Dataset: the Open Reaction Database (ORD), a public repository of structured organic reaction records. Task: describe an organic reaction: reactants, conditions, products, and yield The reactants are CN(C=O)C (N,N-dimethylformamide), [Cl-].[NH4+] (ammonium chloride), CCOCC (ether), [H-].[Na+] (sodium hydride), FC(C1=CC(=NC=C1)C=1NOC(N1)=O)(F)F (3-(4-trifluoromethylpyridin-2-yl)-1,2,4-oxadiazol-5-one). Run at time 10 minute. Yields the product COCN1C(=NOC1=O)C1=NC=CC(=C1)C(F)(F)F (4-(methoxymethyl)-3-(4-trifluoromethylpyridin-2-yl)-1,2,4-oxadiazol-5-one). Reaction SMILES: CN(C)C=O.[H-].[Na+].[F:8][C:9]([F:23])([F:22])[C:10]1[CH:15]=[CH:14][N:13]=[C:12]([C:16]2[NH:17][O:18][C:19](=[O:21])[N:20]=2)[CH:11]=1.[Cl-].[NH4+].C[CH2:27][O:28][CH2:29]C>>[CH3:27][O:28][CH2:29][N:20]1[C:19](=[O:21])[O:18][N:17]=[C:16]1[C:12]1[CH:11]=[C:10]([C:9]([F:8])([F:22])[F:23])[CH:15]=[CH:14][N:13]=1 |f:1.2,4.5|. Reported procedure: Into 2 ml of N,N-dimethylformamide was suspended 0.05 g of sodium hydride (60% oily), and 0.2 g of 3-(4-trifluoromethylpyridin-2-yl)-1,2,4-oxadiazol-5-one was added at room temperature. After stirring for 10 minutes, 0.11 g of chloromethyl=methyl=ether was added, the mixture was stirred at room temperature for 1 hour, and at 60° C. for 4 hours, and the reaction solution was allowed to cool to room temperature, and poured into an aqueous saturated ammonium chloride solution, followed by extractio... The reactants are CCOC=C(C(=O)OCC)C(=O)OCC, CCO, Nc1ccc(C2=NNC(=O)CC2)cc1. The product is CCOC(=O)C(=CNc1ccc(C2=NNC(=O)CC2)cc1)C(=O)OCC. Reaction SMILES: [CH2:15]([O:16][CH:18]=[C:19]([C:20](=[O:21])[O:22][CH2:23][CH3:24])[C:25](=[O:26])[O:27][CH2:28][CH3:29])[CH3:17].[CH3:30][CH2:31][OH:32].[NH2:1][c:2]1[cH:3][cH:4][c:5]([C:8]2=[N:13][NH:12][C:11](=[O:14])[CH2:10][CH2:9]2)[cH:6][cH:7]1>>[NH:1]([c:2]1[cH:3][cH:4][c:5]([C:8]2=[N:13][NH:12][C:11](=[O:14])[CH2:10][CH2:9]2)[cH:6][cH:7]1)[CH:18]=[C:19]([C:20](=[O:21])[O:22][CH2:23][CH3:24])[C:25](=[O:26])[O:27][CH2:28][CH3:29]. Procedure: 3 g (12.5 mmol) of 3-(2-amino-4-fluorophenyl)-4-methyl-1,3-thiazole-2(3H)-thione 2b obtained in stage A were solubilised in acetone (100 mL), then CH3I (10 eq, 7.8 mL) was added and the solution stirred at r.t. for 12 h. 3-(2-Amino-4-fluorophenyl)-4-methyl-2-(methylsulfanyl)-1,3-thiazol-3-ium iodide (3b) was recovered by filtration (pale yellow powder, 4.7 g, 98%). Mp=206° C.; 1H NMR (300 MHz, CD3OD) δ=2.26 (3H, d, J=1.1, CH3), 2.94 (3H, s, SCH3), 6.51-7.27 (3H, m, Ar), 7.82 (1H, q, J=1.1, H5); ... Product: [I-].NC1=C(C=CC(=C1)F)[N+]1=C(SC=C1C)SC (3-(2-amino-4-fluorophenyl)-4-methyl-2-(methylsulfanyl)-1,3-thiazol-3-ium iodide). Reaction conditions: time 12 hour. Starting materials: NC1=C(C=CC(=C1)F)N1C(SC=C1C)=S (3-(2-amino-4-fluorophenyl)-4-methyl-1,3-thiazole-2(3H)-thione), CI (CH3I). Run in CC(=O)C (acetone). Reaction SMILES: [NH2:1][C:2]1[CH:7]=[C:6]([F:8])[CH:5]=[CH:4][C:3]=1[N:9]1[C:13]([CH3:14])=[CH:12][S:11][C:10]1=[S:15].[CH3:16][I:17]>CC(C)=O>[I-:17].[NH2:1][C:2]1[CH:7]=[C:6]([F:8])[CH:5]=[CH:4][C:3]=1[N+:9]1[C:13]([CH3:14])=[CH:12][S:11][C:10]=1[S:15][CH3:16] |f:3.4|. Starting materials: CC(C)(C)c1nc2cc(S(=O)(=O)Cl)ccc2n1CC1CCOCC1, CN(C)c1ccncc1, CC#N, COC(=O)C1CCNCC1. Product: COC(=O)C1CCN(S(=O)(=O)c2ccc3c(c2)nc(C(C)(C)C)n3CC2CCOCC2)CC1. RXN SMILES: [C:1]([CH3:2])([CH3:3])([CH3:4])[c:5]1[n:6][c:7]2[c:8]([n:9]1[CH2:10][CH:11]1[CH2:12][CH2:13][O:14][CH2:15][CH2:16]1)[cH:17][cH:18][c:19]([S:21](=[O:22])(=[O:23])[Cl:24])[cH:20]2.[CH3:35][N:36]([c:37]1[cH:38][cH:39][n:40][cH:41][cH:42]1)[CH3:43].[CH3:44][C:45]#[N:46].[NH:25]1[CH2:26][CH2:27][CH:28]([C:31](=[O:32])[O:33][CH3:34])[CH2:29][CH2:30]1>>[C:1]([CH3:2])([CH3:3])([CH3:4])[c:5]1[n:6][c:7]2[c:8]([n:9]1[CH2:10][CH:11]1[CH2:12][CH2:13][O:14][CH2:15][CH2:16]1)[cH:17][cH:18][c:19]([S:21](=[O:22])(=[O:23])[N:25]1[CH2:26][CH2:27][CH:28]([C:31](=[O:32])[O:33][CH3:34])[CH2:29][CH2:30]1)[cH:20]2.